Dataset: the Open Reaction Database (ORD), a public repository of structured organic reaction records. Task: describe an organic reaction: reactants, conditions, products, and yield The reactants are C(C1=CC=CC=C1)(=O)C1=C(C(=O)O)C(=CC=C1)[N+](=O)[O-] (2-benzoyl-6-nitrobenzoic acid), S(O)(O)(=O)=O (sulfuric acid). The solvent is O (water). The product is [N+](=O)([O-])C1=CC=CC=2C(C3=CC=CC=C3C(C12)=O)=O (1-nitroanthraquinone). Yield: 84.9%. As a reaction SMILES: [C:1]([C:9]1[CH:17]=[CH:16][CH:15]=[C:14]([N+:18]([O-:20])=[O:19])[C:10]=1[C:11]([OH:13])=O)(=[O:8])[C:2]1[CH:7]=[CH:6][CH:5]=[CH:4][CH:3]=1.S(=O)(=O)(O)O>O>[N+:18]([C:14]1[C:10]2[C:11](=[O:13])[C:3]3[C:2](=[CH:7][CH:6]=[CH:5][CH:4]=3)[C:1](=[O:8])[C:9]=2[CH:17]=[CH:16][CH:15]=1)([O-:20])=[O:19]. Procedure details: A solution of 2-benzoyl-6-nitrobenzoic acid (2.0 grams; 0.0074 mole) in 10 mls. of concentrated sulfuric acid (99.5% by weight) was stirred at 100° C. for 3 hours, then cooled to room temperature and poured into a mixture of ice and water. The resulting mixture was filtered to recover the precipitated solids. The filter cake was then washed successively with a dilute aqueous solution of sodium carbonate and water, and dried to obtain 1-nitroanthraquinone (1.59 grams; 85% yield). The product was ... Reactants: ClC1=CC=C(C=C1)C1(CC1)C(=O)O (1-(4-chlorophenyl)cyclopropanecarboxylic acid), NCCCN1CCC(CC1)C1=CC=CC(=N1)NC(C(C)C)=O (N-{6-[1-(3-aminopropyl)-4-piperidinyl]-2-pyridinyl}-2-methylpropanamide). The product is ClC1=CC=C(C=C1)C1(CC1)C(=O)NCCCN1CCC(CC1)C1=NC(=CC=C1)NC(C(C)C)=O (1-(4-CHLOROPHENYL)-N-(3-{4-[6-(ISOBUTYRYLAMINO)-2-PYRIDINYL]-1-PIPERIDINYL}PROPYL)CYCLOPROPANECARBOXAMIDE). As a reaction SMILES: [Cl:1][C:2]1[CH:7]=[CH:6][C:5]([C:8]2([C:11]([OH:13])=O)[CH2:10][CH2:9]2)=[CH:4][CH:3]=1.[NH2:14][CH2:15][CH2:16][CH2:17][N:18]1[CH2:23][CH2:22][CH:21]([C:24]2[N:29]=[C:28]([NH:30][C:31](=[O:35])[CH:32]([CH3:34])[CH3:33])[CH:27]=[CH:26][CH:25]=2)[CH2:20][CH2:19]1>>[Cl:1][C:2]1[CH:3]=[CH:4][C:5]([C:8]2([C:11]([NH:14][CH2:15][CH2:16][CH2:17][N:18]3[CH2:23][CH2:22][CH:21]([C:24]4[CH:25]=[CH:26][CH:27]=[C:28]([NH:30][C:31](=[O:35])[CH:32]([CH3:33])[CH3:34])[N:29]=4)[CH2:20][CH2:19]3)=[O:13])[CH2:9][CH2:10]2)=[CH:6][CH:7]=1. Procedure details: Example 76 was prepared from 1-(4-chlorophenyl)cyclopropanecarboxylic acid and N-{6-[1-(3-aminopropyl)-4-piperidinyl]-2-pyridinyl}-2-methylpropanamide according to the procedures described in Scheme 10: 1H NMR (400 MHz, CDCl3) δ 8.06 (d, 1H, J=8.0 Hz), 7.83 (s, 1H), 7.64 (t, 1H, J=7.6 Hz), 7.38–7.33 (m, 4H), 6.89 (d, 1H, J=7.6 Hz), 5.68 (br s, 1H), 3.26 (dd, 2H, J=6.0, 12.4 Hz), 2.90 (d, 2H, J=11.6 Hz), 2.58–2.52 (m, 2H), 2.31 (t, 2H, J=6.8 Hz), 1.99 (t, 2H, J=12.0 Hz), 1.85 (d, 2H, J=12.8 Hz), ... Starting materials: O (Water), OC1=CC=C(C(=O)OC)C=C1 (methyl 4-hydroxybenzoate), ClC1=C(C(=O)OC)C=C(C=C1)[N+](=O)[O-] (methyl 2-chloro-5-nitrobenzoate), C([O-])([O-])=O.[K+].[K+] (potassium carbonate). Solvent: CN(C=O)C (N,N-dimethylformamide). Conditions: temperature 80 celsius, time 3 hour. Product: COC(=O)C1=CC=C(OC2=C(C(=O)OC)C=C(C=C2)[N+](=O)[O-])C=C1 (methyl 2-(4-methoxycarbonylphenoxy)-5-nitrobenzoate). Isolated yield 87.8%. Reaction SMILES: [OH:1][C:2]1[CH:11]=[CH:10][C:5]([C:6]([O:8][CH3:9])=[O:7])=[CH:4][CH:3]=1.Cl[C:13]1[CH:22]=[CH:21][C:20]([N+:23]([O-:25])=[O:24])=[CH:19][C:14]=1[C:15]([O:17][CH3:18])=[O:16].C(=O)([O-])[O-].[K+].[K+].O>CN(C)C=O>[CH3:9][O:8][C:6]([C:5]1[CH:4]=[CH:3][C:2]([O:1][C:13]2[CH:22]=[CH:21][C:20]([N+:23]([O-:25])=[O:24])=[CH:19][C:14]=2[C:15]([O:17][CH3:18])=[O:16])=[CH:11][CH:10]=1)=[O:7] |f:2.3.4|. Procedure details: To a solution of 35.5 g of methyl 4-hydroxybenzoate and 50.2 g of methyl 2-chloro-5-nitrobenzoate dissolved in 500 ml of N,N-dimethylformamide (DMF), was added 48.4 g of anhydrous potassium carbonate, and the mixture was stirred for 3 hours at 80° C. Water was added to the reaction mixture and the whole was extracted with ethyl acetate. The organic layer was washed with saturated brine, and was dried over anhydrous magnesium sulfate. The solvent was removed under reduced pressure. The obtained c... Reactants: CCOC(=O)CBr, CC(C)=O, [I-], [K+], CNC(=O)Cc1ccccc1O. Reaction SMILES: [Br:13][CH2:14][C:15](=[O:16])[O:17][CH2:18][CH3:19].[CH3:22][C:23](=[O:24])[CH3:25].[I-:21].[K+:20].[OH:1][c:2]1[c:3]([CH2:8][C:9](=[O:10])[NH:11][CH3:12])[cH:4][cH:5][cH:6][cH:7]1>>[O:1]([c:2]1[c:3]([CH2:8][C:9](=[O:10])[NH:11][CH3:12])[cH:4][cH:5][cH:6][cH:7]1)[CH2:14][C:15](=[O:16])[O:17][CH2:18][CH3:19]. Product: CCOC(=O)COc1ccccc1CC(=O)NC. Starting materials: [OH-].[Na+] (sodium hydroxide), C(C)(C)NC(C)C (diisopropylamine), O1CCCC1 (tetrahydrofuran), C(CCC)[Li] (n-butyllithium), C(C1=CC=CC=C1)N1CCC(CC1)=O (N-benzyl-4-piperidone), O1CCCC1 (tetrahydrofuran). Run in C(C)(=O)O (acetic acid). Yields the product C(C1=CC=CC=C1)N1CCC(CC1)(O)CC(=O)O ((1-benzyl-4-hydroxypiperidin-4-yl)acetic acid). Reaction SMILES: C(NC(C)C)(C)C.C([Li])CCC.[CH2:13]([N:20]1[CH2:25][CH2:24][C:23](=[O:26])[CH2:22][CH2:21]1)[C:14]1[CH:19]=[CH:18][CH:17]=[CH:16][CH:15]=1.[OH-:27].[Na+].[O:29]1[CH2:33][CH2:32]CC1>C(O)(=O)C>[CH2:13]([N:20]1[CH2:25][CH2:24][C:23]([CH2:32][C:33]([OH:29])=[O:27])([OH:26])[CH2:22][CH2:21]1)[C:14]1[CH:15]=[CH:16][CH:17]=[CH:18][CH:19]=1 |f:3.4|. Procedure: A mixture of 2.12 g diisopropylamine and 15 ml tetrahydrofuran is stirred under argon at 0°. To this solution is added over two minutes 14 ml of 1.5 M n-butyllithium. To this solution at 0° is added 0.6 g acetic acid. The mixture is stirred five minutes at 20° and then cooled to -70°. To this mixture is added a solution of 1.89 g N-benzyl-4-piperidone in 4 ml tetrahydrofuran. The mixture is allowed to warm to room temperature and poured into 50 ml 1% sodium hydroxide. This mixture is extracted w... Reactants: CCOC(=O)N=NC(=O)OCC, C1CCOC1, O=C(Nc1ccccn1)OCC(Cl)(Cl)Cl, CCOC(=O)CC(c1ccccc1)c1c[nH]c2cc(OCCCO)ccc12, c1ccc(P(c2ccccc2)c2ccccc2)cc1. The product is CCOC(=O)CC(c1ccccc1)c1c[nH]c2cc(OCCCN(C(=O)OCC(Cl)(Cl)Cl)c3ccccn3)ccc12. RXN SMILES: [CH2:62]([O:63][C:64]([N:65]=[N:66][C:67]([O:68][CH2:69][CH3:70])=[O:71])=[O:72])[CH3:73].[CH2:74]1[O:75][CH2:76][CH2:77][CH2:78]1.[Cl:28][C:29]([CH2:30][O:31][C:32](=[O:33])[NH:34][c:35]1[n:36][cH:37][cH:38][cH:39][cH:40]1)([Cl:41])[Cl:42].[c:1]1([CH:7]([CH2:8][C:9](=[O:10])[O:11][CH2:12][CH3:13])[c:14]2[cH:15][nH:16][c:17]3[cH:18][c:19]([O:23][CH2:24][CH2:25][CH2:26][OH:27])[cH:20][cH:21][c:22]23)[cH:2][cH:3][cH:4][cH:5][cH:6]1.[c:43]1([P:44]([c:45]2[cH:46][cH:47][cH:48][cH:49][cH:50]2)[c:51]2[cH:52][cH:53][cH:54][cH:55][cH:56]2)[cH:57][cH:58][cH:59][cH:60][cH:61]1>>[c:1]1([CH:7]([CH2:8][C:9](=[O:10])[O:11][CH2:12][CH3:13])[c:14]2[cH:15][nH:16][c:17]3[cH:18][c:19]([O:23][CH2:24][CH2:25][CH2:26][N:34]([C:32]([O:31][CH2:30][C:29]([Cl:28])([Cl:41])[Cl:42])=[O:33])[c:35]4[n:36][cH:37][cH:38][cH:39][cH:40]4)[cH:20][cH:21][c:22]23)[cH:2][cH:3][cH:4][cH:5][cH:6]1.